Dataset: the Open Reaction Database (ORD), a public repository of structured organic reaction records. Task: describe an organic reaction: reactants, conditions, products, and yield Starting materials: C(C1=CC=CC=C1)OC(=O)C(CCC1=CC=CC=C1)NC1C(N(CC(SC1)C=1SC=CC1)CC(=O)OC(C)(C)C)=O (t-Butyl α-[6-(1-benzyloxycarbonyl-3-phenylpropylamino)-5-oxo-2-(2-thienyl)perhydro-1,4-thiazepin-4-yl]acetate), FC(C(=O)O)(F)F (trifluoroacetic acid). Yields the product C(C1=CC=CC=C1)OC(=O)C(CCC1=CC=CC=C1)NC1C(N(CC(SC1)C=1SC=CC1)CC(=O)O)=O (α-[6-(1-Benzyloxycarbonyl-3-phenylpropylamino)-5-oxo-2-(2-thienyl)perhydro-1,4-thiazepin-4-yl]acetic acid). RXN SMILES: [CH2:1]([O:8][C:9]([CH:11]([NH:20][CH:21]1[CH2:27][S:26][CH:25]([C:28]2[S:29][CH:30]=[CH:31][CH:32]=2)[CH2:24][N:23]([CH2:33][C:34]([O:36]C(C)(C)C)=[O:35])[C:22]1=[O:41])[CH2:12][CH2:13][C:14]1[CH:19]=[CH:18][CH:17]=[CH:16][CH:15]=1)=[O:10])[C:2]1[CH:7]=[CH:6][CH:5]=[CH:4][CH:3]=1.FC(F)(F)C(O)=O>>[CH2:1]([O:8][C:9]([CH:11]([NH:20][CH:21]1[CH2:27][S:26][CH:25]([C:28]2[S:29][CH:30]=[CH:31][CH:32]=2)[CH2:24][N:23]([CH2:33][C:34]([OH:36])=[O:35])[C:22]1=[O:41])[CH2:12][CH2:13][C:14]1[CH:15]=[CH:16][CH:17]=[CH:18][CH:19]=1)=[O:10])[C:2]1[CH:3]=[CH:4][CH:5]=[CH:6][CH:7]=1. Procedure details: Following the procedure described in Example 43, 180 mg of isomer B of t-butyl α-[6-(1-benzyloxycarbonyl-3-phenylpropylamino)-5-oxo-2-(2-thienyl)perhydro-1,4-thiazepin-4-yl]acetate (prepared as described in Example 54) was de-t-butylated using trifluoroacetic acid, to afford 135 mg of the title compound as a powder. The reactants are Brc1cccc2cnccc12, CC(C)(C)P(c1ccccc1-c1ccccc1)C(C)(C)C, CN(CCCN)C(=O)OC(C)(C)C, CC(C)(C)[O-], Cc1ccccc1, [Na+]. Product: CN(CCCNc1cccc2cnccc12)C(=O)OC(C)(C)C. RXN SMILES: [Br:1][c:2]1[c:3]2[cH:4][cH:5][n:6][cH:7][c:8]2[cH:9][cH:10][cH:11]1.[C:12]([P:13]([C:14]([CH3:15])([CH3:16])[CH3:17])[c:18]1[cH:19][cH:20][cH:21][cH:22][c:23]1-[c:24]1[cH:25][cH:26][cH:27][cH:28][cH:29]1)([CH3:30])([CH3:31])[CH3:32].[C:33]([CH3:34])([CH3:35])([CH3:36])[O:37][C:38]([N:39]([CH3:40])[CH2:41][CH2:42][CH2:43][NH2:44])=[O:45].[CH3:46][C:47]([CH3:48])([O-:49])[CH3:50].[CH3:52][c:53]1[cH:54][cH:55][cH:56][cH:57][cH:58]1.[Na+:51]>>[c:2]1([NH:44][CH2:43][CH2:42][CH2:41][N:39]([C:38]([O:37][C:33]([CH3:34])([CH3:35])[CH3:36])=[O:45])[CH3:40])[c:3]2[cH:4][cH:5][n:6][cH:7][c:8]2[cH:9][cH:10][cH:11]1. Reactants: BrB(Br)Br, C=CC(C)(CC(=O)OCC)Cc1ccc(OC)cc1, CCO, ClCCl. As a reaction SMILES: [B:20]([Br:21])([Br:22])[Br:23].[CH2:1]([CH3:2])[O:3][C:4]([CH2:5][C:6]([CH:7]=[CH2:8])([CH3:9])[CH2:10][c:11]1[cH:12][cH:13][c:14]([O:17][CH3:18])[cH:15][cH:16]1)=[O:19].[CH3:24][CH2:25][OH:26].[Cl:27][CH2:28][Cl:29]>>[CH2:1]([CH3:2])[O:3][C:4]([CH2:5][C:6]([CH:7]=[CH2:8])([CH3:9])[CH2:10][c:11]1[cH:12][cH:13][c:14]([OH:17])[cH:15][cH:16]1)=[O:19]. The product is C=CC(C)(CC(=O)OCC)Cc1ccc(O)cc1.